From a dataset of the Open Reaction Database (ORD), a public repository of structured organic reaction records. describe an organic reaction: reactants, conditions, products, and yield The reactants are O (water), reagent, reduced chromium, ClC1=CC=2C3(C4=CC=CC=C4C(C2C=C1)C3)C=O (2-chloro-9-formyl-9,10-dihydro-9,10-methanoanthracene), CC(=O)C.OS(=O)(=O)O.O=[Cr](=O)=O (Jones reagent). Reagents/catalysts: [O-2].[O-2].[O-2].[Cr+6] (chromium trioxide). Solvent: CC(=O)C (acetone). The product is ClC1=CC=2C3(C4=CC=CC=C4C(C2C=C1)C3)C(=O)O (2-Chloro-9,10-dihydro-9,10-methano-9-anthracenecarboxylic acid). As a reaction SMILES: [Cl:1][C:2]1[CH:15]=[CH:14][C:13]2[CH:12]3[CH2:16][C:5]([CH:17]=[O:18])([C:6]4[C:11]3=[CH:10][CH:9]=[CH:8][CH:7]=4)[C:4]=2[CH:3]=1.CC(C)=[O:21].OS(O)(=O)=O.O=[Cr](=O)=O.O>CC(C)=O.[O-2].[O-2].[O-2].[Cr+6]>[Cl:1][C:2]1[CH:15]=[CH:14][C:13]2[CH:12]3[CH2:16][C:5]([C:17]([OH:21])=[O:18])([C:6]4[C:11]3=[CH:10][CH:9]=[CH:8][CH:7]=4)[C:4]=2[CH:3]=1 |f:1.2.3,6.7.8.9|. Reported procedure: To a cooled solution (0° C.) of 2-chloro-9-formyl-9,10-dihydro-9,10-methanoanthracene (described in example 1i) (20.0 g, 78.5 mmol) in acetone (260 mL) was added Jones reagent (24 mL; 27 g chromium trioxide, 23 mL water diluted up to 100 mL of reagent solution) in portions. The reagent was added until an orange color persists. The reaction, containing a significant amount of reduced chromium salts, was warmed to room temperature. The solvents were removed in vacuo and replaced with water (300 mL... The reactants are O.NN (Hydrazine hydrate), COC(CN1N=C(C(=C1CC)OC1=CC(=CC(=C1)Cl)Cl)CC)=O (Methyl[4-(3,5-dichlorophenoxy)-3,5-diethyl-1H-pyrazol-1-yl]acetate). Run in C(C)O (ethanol). Product: ClC=1C=C(OC=2C(=NN(C2CC)CC(=O)NN)CC)C=C(C1)Cl (2-[4-(3,5-Dichlorophenoxy)-3,5-diethyl-1H-pyrazol-1-yl]acetohydrazide). Isolated yield 70624.0%. As a reaction SMILES: O.[NH2:2][NH2:3].C[O:5][C:6](=O)[CH2:7][N:8]1[C:12]([CH2:13][CH3:14])=[C:11]([O:15][C:16]2[CH:21]=[C:20]([Cl:22])[CH:19]=[C:18]([Cl:23])[CH:17]=2)[C:10]([CH2:24][CH3:25])=[N:9]1>C(O)C>[Cl:23][C:18]1[CH:17]=[C:16]([CH:21]=[C:20]([Cl:22])[CH:19]=1)[O:15][C:11]1[C:10]([CH2:24][CH3:25])=[N:9][N:8]([CH2:7][C:6]([NH:2][NH2:3])=[O:5])[C:12]=1[CH2:13][CH3:14] |f:0.1|. Reported procedure: Hydrazine hydrate (520 μL, 10.9 mmol) was added to a solution of the ester (780 mg, 2.18 mmol) of Example 9 in ethanol (25 ml) and the resulting mixture was heated under reflux for 18 hours. After cooling, the precipitate was collected by filtration and washed with ether (50 ml) to afford the title compound (550 g) as a white solid, m.p.>250° C. The reactants are CCN=C=O, COc1ccccc1CCN(CCCCC(=O)c1ccc2c(c1)CCN2)C(=O)OC(C)(C)C, C1CCOC1. Yields the product CCNC(=O)N1CCc2cc(C(=O)CCCCN(CCc3ccccc3OC)C(=O)OC(C)(C)C)ccc21. RXN SMILES: [CH2:1]([CH3:2])[N:3]=[C:4]=[O:5].[NH:6]1[CH2:7][CH2:8][c:9]2[cH:10][c:11]([C:15]([CH2:16][CH2:17][CH2:18][CH2:19][N:20]([C:21]([O:22][C:23]([CH3:24])([CH3:25])[CH3:26])=[O:27])[CH2:28][CH2:29][c:30]3[c:31]([O:36][CH3:37])[cH:32][cH:33][cH:34][cH:35]3)=[O:38])[cH:12][cH:13][c:14]21.[O:39]1[CH2:40][CH2:41][CH2:42][CH2:43]1>>[CH2:1]([CH3:2])[NH:3][C:4](=[O:5])[N:6]1[CH2:7][CH2:8][c:9]2[cH:10][c:11]([C:15]([CH2:16][CH2:17][CH2:18][CH2:19][N:20]([C:21]([O:22][C:23]([CH3:24])([CH3:25])[CH3:26])=[O:27])[CH2:28][CH2:29][c:30]3[c:31]([O:36][CH3:37])[cH:32][cH:33][cH:34][cH:35]3)=[O:38])[cH:12][cH:13][c:14]21.